This data is from the Open Reaction Database (ORD), a public repository of structured organic reaction records. The task is: describe an organic reaction: reactants, conditions, products, and yield Reactants: ClC=1C=C(C=CC1)[C@](C)(OCCN1C(C2=CC=CC=C2C1=O)=O)[C@H]1CN(CCC1)C(=O)OC(C)(C)C ((R)-tert-butyl 3-((R)-1-(3-chlorophenyl)-1-(2-(1,3-dioxoisoindolin-2-yl)ethoxy)ethyl)piperidine-1-carboxylate), O.NN (hydrazine monohydrate). Solvent: C(C)O (ethanol). Reaction conditions: temperature 100 celsius. Product: NCCO[C@@](C)(C1=CC(=CC=C1)Cl)[C@H]1CN(CCC1)C(=O)OC(C)(C)C ((R)-tert-butyl 3-((R)-1-(2-aminoethoxy)-1-(3-chlorophenyl)ethyl)piperidine-1-carboxylate). RXN SMILES: [Cl:1][C:2]1[CH:3]=[C:4]([C@@:8]([C@@H:24]2[CH2:29][CH2:28][CH2:27][N:26]([C:30]([O:32][C:33]([CH3:36])([CH3:35])[CH3:34])=[O:31])[CH2:25]2)([O:10][CH2:11][CH2:12][N:13]2C(=O)C3C(=CC=CC=3)C2=O)[CH3:9])[CH:5]=[CH:6][CH:7]=1.O.NN>C(O)C>[NH2:13][CH2:12][CH2:11][O:10][C@:8]([C@@H:24]1[CH2:29][CH2:28][CH2:27][N:26]([C:30]([O:32][C:33]([CH3:36])([CH3:35])[CH3:34])=[O:31])[CH2:25]1)([C:4]1[CH:5]=[CH:6][CH:7]=[C:2]([Cl:1])[CH:3]=1)[CH3:9] |f:1.2|. Procedure: A mixture of (R)-tert-butyl 3-((R)-1-(3-chlorophenyl)-1-(2-(1,3-dioxoisoindolin-2-yl)ethoxy)ethyl)piperidine-1-carboxylate (0.6792 g, 1.32 mmol) and hydrazine monohydrate (2.350 g) in ethanol (20 mL) was heated at 100° C. for 19 h and then cooled to rt. The precipitates were filtered off and washed with CH2Cl2. After the filtrate was evaporated under reduced pressure, the crude (R)-tert-butyl 3-((R)-1-(2-aminoethoxy)-1-(3-chlorophenyl)ethyl)piperidine-1-carboxylate (0.410 g, 81%) was used in the...